describe an organic reaction: reactants, conditions, products, and yield From a dataset of the Open Reaction Database (ORD), a public repository of structured organic reaction records. Reactants: IC=1C=C(C=CC1)C=1N=C2C(=NC1)N(C=C2C(C(C)(C)C)=O)COCC[Si](C)(C)C (1-[2-(3-iodo-phenyl)-5-(2-trimethylsilanyl-ethoxymethyl)-5H-pyrrolo[2,3-b]pyrazin-7-yl]-2,2-dimethyl-propan-1-one), Cl.N1CC(C1)O (azetidin-3-ol hydrogen chloride), RO5364753. Yields the product OC1CN(C1)C=1C=C(C=CC1)C=1N=C2C(=NC1)N(C=C2C(C(C)(C)C)=O)COCC[Si](C)(C)C (1-[2-[3-(3-Hydroxy-azetidin-1-yl)-phenyl]-5-(2-trimethylsilanyl-ethoxymethyl)-5H-pyrrolo[2,3-b]pyrazin-7-yl]-2,2-dimethyl-propan-1-one). RXN SMILES: I[C:2]1[CH:3]=[C:4]([C:8]2[N:9]=[C:10]3[C:16]([C:17](=[O:22])[C:18]([CH3:21])([CH3:20])[CH3:19])=[CH:15][N:14]([CH2:23][O:24][CH2:25][CH2:26][Si:27]([CH3:30])([CH3:29])[CH3:28])[C:11]3=[N:12][CH:13]=2)[CH:5]=[CH:6][CH:7]=1.Cl.[NH:32]1[CH2:35][CH:34]([OH:36])[CH2:33]1>>[OH:36][CH:34]1[CH2:35][N:32]([C:2]2[CH:3]=[C:4]([C:8]3[N:9]=[C:10]4[C:16]([C:17](=[O:22])[C:18]([CH3:21])([CH3:20])[CH3:19])=[CH:15][N:14]([CH2:23][O:24][CH2:25][CH2:26][Si:27]([CH3:30])([CH3:29])[CH3:28])[C:11]4=[N:12][CH:13]=3)[CH:5]=[CH:6][CH:7]=2)[CH2:33]1 |f:1.2|. Procedure: 1-[2-[3-(3-Hydroxy-azetidin-1-yl)-phenyl]-5-(2-trimethylsilanyl-ethoxymethyl)-5H-pyrrolo[2,3-b]pyrazin-7-yl]-2,2-dimethyl-propan-1-one was prepared starting from 1-[2-(3-iodo-phenyl)-5-(2-trimethylsilanyl-ethoxymethyl)-5H-pyrrolo[2,3-b]pyrazin-7-yl]-2,2-dimethyl-propan-1-one and azetidin-3-ol hydrogen chloride following the same procedure of RO5364753. M+H=481.